Task: describe an organic reaction: reactants, conditions, products, and yield. Dataset: the Open Reaction Database (ORD), a public repository of structured organic reaction records Reactants: C1(CCCCC1)N1CCN(CC1)C1=CC(=C2C(C3=CC=CC=C3C3=C2C1=NO3)=O)NC3=CC=C(C(=O)O)C=C3 (4-((3-(4-cyclohexylpiperazin-1-yl)-6-oxo-6H-anthra[1,9-cd]isoxazol-5-yl)amino)benzoic acid), [OH-].[Na+].CO (NaOH MeOH). Run at time 1.5 hour. Product: C1(CCCCC1)N1CCN(CC1)C1=CC(=C2C(C3=CC=CC=C3C3=C2C1=NO3)=O)NC3=CC=C(C(=O)[O-])C=C3.[Na+] (sodium 4-((3-(4-cyclohexylpiperazin-1-yl)-6-oxo-6H-anthra[1,9-cd]isoxazol-5-yl)amino)benzoate). The yield is 90.0%. Reaction SMILES: [CH:1]1([N:7]2[CH2:12][CH2:11][N:10]([C:13]3[C:26]4=[N:27][O:28][C:24]5=[C:25]4[C:16]([C:17](=[O:29])[C:18]4[C:23]5=[CH:22][CH:21]=[CH:20][CH:19]=4)=[C:15]([NH:30][C:31]4[CH:39]=[CH:38][C:34]([C:35]([OH:37])=[O:36])=[CH:33][CH:32]=4)[CH:14]=3)[CH2:9][CH2:8]2)[CH2:6][CH2:5][CH2:4][CH2:3][CH2:2]1.[OH-].[Na+:41].CO>>[CH:1]1([N:7]2[CH2:8][CH2:9][N:10]([C:13]3[C:26]4=[N:27][O:28][C:24]5=[C:25]4[C:16]([C:17](=[O:29])[C:18]4[C:23]5=[CH:22][CH:21]=[CH:20][CH:19]=4)=[C:15]([NH:30][C:31]4[CH:32]=[CH:33][C:34]([C:35]([O-:37])=[O:36])=[CH:38][CH:39]=4)[CH:14]=3)[CH2:11][CH2:12]2)[CH2:2][CH2:3][CH2:4][CH2:5][CH2:6]1.[Na+:41] |f:1.2.3,4.5|. Procedure: About 80 g of 4-((3-(4-cyclohexylpiperazin-1-yl)-6-oxo-6H-anthra[1,9-cd]isoxazol-5-yl)amino)benzoic acid was slurred in 2500 mL of 0.4 M NaOH/MeOH between 40-45° C. for 2-4 hours. After confirmed the reaction completion by HPLC, slowly cooled the reaction to room temperature. The solid was centrifuged and washed with 20 mL of MTBE. The wet cake was re-suspended in about 1000 mL of 0.1M NaOH in MeOH solution under room temperature. It was centrifuged and washed with 224 mL of MTBE again. The filt... The reactants are C1(O)=CC(O)=CC=C1 (resorcinol), C1(=CC=C(C=C1)S(=O)(=O)O)C (p-toluene sulfonic acid), O (water), OCC=1C(=C(C(=CC1C)O)C)CO (4-hydroxymethyl(hydroxymethyl)-2,5-Xylenol). The solvent is C1(=CC=CC=C1)C (toluene), C(C)(=O)O (acetic acid). Conditions: temperature 25 celsius. Product: OC1=CC(=C(C=C1)CC1=C(C=C(C(=C1)C)O)C)O (1,3-dihydroxy-4-(4-hydroxy-2,5-dimethyl benzyl)benzene). Isolated yield 77.8%. RXN SMILES: [C:1]1([CH:8]=[CH:7][CH:6]=[C:4]([OH:5])[CH:3]=1)[OH:2].C1(C)C=CC(S(O)(=O)=O)=CC=1.O.O[CH2:22][C:23]1[C:24](CO)=[C:25]([CH3:31])[C:26]([OH:30])=[CH:27][C:28]=1[CH3:29]>C1(C)C=CC=CC=1.C(O)(=O)C>[OH:2][C:1]1[CH:8]=[CH:7][C:6]([CH2:22][C:23]2[CH:24]=[C:25]([CH3:31])[C:26]([OH:30])=[CH:27][C:28]=2[CH3:29])=[C:4]([OH:5])[CH:3]=1. Procedure: 22.02 g of resorcinol, 1.90 g of p-toluene sulfonic acid, and 44.04 g of water are put in a 100 ml 4-necked flask, and 7.61 g of 4-hydroxymethyl(hydroxymethyl)-2,5-Xylenol is partly added thereto for one hour while maintaining at room temperature of 25° C. The mixture is reacted for 3 hours at the same temperature. Then, 50 g of acetic acid and 50 g of toluene are added to the reaction mass, separating a phase. The obtained organic layer is washed and concentrated. The obtained precipitate is fi... Reactants: Cc1ccccc1, O=C(COc1ccc(Cl)cc1)c1ccc(F)cc1, Nn1cncn1, O, Cc1ccc(S(=O)(=O)O)cc1. The product is Fc1ccc(C(COc2ccc(Cl)cc2)=Nn2cncn2)cc1. RXN SMILES: [CH3:37][c:38]1[cH:39][cH:40][cH:41][cH:42][cH:43]1.[Cl:7][c:8]1[cH:9][cH:10][c:11]([O:12][CH2:13][C:14](=[O:15])[c:16]2[cH:17][cH:18][c:19]([F:22])[cH:20][cH:21]2)[cH:23][cH:24]1.[NH2:1][n:2]1[n:3][cH:4][n:5][cH:6]1.[OH2:36].[c:25]1([CH3:26])[cH:27][cH:28][c:29]([S:30]([OH:31])(=[O:32])=[O:33])[cH:34][cH:35]1>>[N:1]([n:2]1[n:3][cH:4][n:5][cH:6]1)=[C:14]([CH2:13][O:12][c:11]1[cH:10][cH:9][c:8]([Cl:7])[cH:24][cH:23]1)[c:16]1[cH:17][cH:18][c:19]([F:22])[cH:20][cH:21]1. Starting materials: BrCC(CC(=O)NCC(=O)OC)=O (Methyl 2-(4-bromo-3-oxobutanamido)acetate), [BH4-].[Na+] (NaBH4). Solvent: C(OC)COC (dimethoxyethane). Conditions: temperature 0 celsius, time 5 minute. Product: BrCC(CC(=O)NCC(=O)OC)O (Methyl 2-(4-bromo-3-hydroxybutanamido)acetate). Reaction SMILES: [Br:1][CH2:2][C:3](=[O:13])[CH2:4][C:5]([NH:7][CH2:8][C:9]([O:11][CH3:12])=[O:10])=[O:6].[BH4-].[Na+]>C(COC)OC>[Br:1][CH2:2][CH:3]([OH:13])[CH2:4][C:5]([NH:7][CH2:8][C:9]([O:11][CH3:12])=[O:10])=[O:6] |f:1.2|. Reported procedure: 1.5g Methyl 2-(4-bromo-3-oxobutanamido)acetate is dissolved in 15 ml dimethoxyethane. The solution is cooled to 0° C. and 60 mg NaBH4 is added. After 5 min, the solvent is evaporated in vacuo and the residue is chromatographed on silica, eluting with ethyl acetate. The title compound is obtained as a white powder, m.p. 60°-61° C. Reactants: CC(=O)c1ccc(C2CCN(C(C)=O)CC2)c(N)c1, Cl, O=N[O-], [Na+], O. Yields the product CC(=O)c1ccc(C2CCN(C(C)=O)CC2)c(Cl)c1. Reaction SMILES: [C:5]([CH3:6])(=[O:7])[N:8]1[CH2:9][CH2:10][CH:11]([c:14]2[c:15]([NH2:23])[cH:16][c:17]([C:20]([CH3:21])=[O:22])[cH:18][cH:19]2)[CH2:12][CH2:13]1.[ClH:24].[N:1]([O-:2])=[O:3].[Na+:4].[OH2:25]>>[C:5]([CH3:6])(=[O:7])[N:8]1[CH2:9][CH2:10][CH:11]([c:14]2[c:15]([Cl:24])[cH:16][c:17]([C:20]([CH3:21])=[O:22])[cH:18][cH:19]2)[CH2:12][CH2:13]1. Reactants: [H-].[Na+] (sodium hydride), C(C)C1=C(NC2=CC=C(C=C12)F)C(=O)O (3-ethyl-5-fluoroindole-2-carboxylic acid), C[C@H]1OC1 ((R)-methyloxirane). Run in O1CCCC1 (tetrahydrofuran), C1(=CC=CC=C1)OC1=CC=CC=C1 (diphenyl ether). Conditions: time 2 hour. Product: C(C)C1=CN(C2=CC=C(C=C12)F)C[C@@H](C)O ((R)-1-(3-ethyl-5-fluoro-indol-1-yl)-propan-2-ol). The yield is 62.0%. As a reaction SMILES: [CH2:1]([C:3]1[C:11]2[C:6](=[CH:7][CH:8]=[C:9]([F:12])[CH:10]=2)[NH:5][C:4]=1C(O)=O)[CH3:2].[H-].[Na+].[CH3:18][C@@H:19]1[CH2:21][O:20]1>C1(OC2C=CC=CC=2)C=CC=CC=1.O1CCCC1>[CH2:1]([C:3]1[C:11]2[C:6](=[CH:7][CH:8]=[C:9]([F:12])[CH:10]=2)[N:5]([CH2:18][C@H:19]([OH:20])[CH3:21])[CH:4]=1)[CH3:2] |f:1.2|. Reported procedure: A suspension of 1.21 g of 3-ethyl-5-fluoroindole-2-carboxylic acid in 16 ml of diphenyl ether was stirred at 260° for 2 hours and, after cooling to 0°, diluted with 29 ml of tetrahydrofuran. 218 mg of sodium hydride dispersion were added and the mixture was stirred for one hour. Subsequently, 0.61 ml of (R)-methyloxirane was added and the reaction mixture was stirred at room temperature for 90 hours. The mixture was extracted with diethyl ether, water and saturated sodium chloride solution and t... Reactants: BrC=1C=C2N(N=CC(=C2N[C@@H]2CN(CC23CCC3)C(=O)OCC3=CC=CC=C3)C(N)=O)C1 ((S)-benzyl 8-((6-bromo-3-carbamoylpyrrolo[1,2-b]pyridazin-4-yl)amino)-6-azaspiro[3.4]octane-6-carboxylate), CN1N=CC(=C1)B1OC(C(O1)(C)C)(C)C (1-methyl-4-(4,4,5,5-tetramethyl-1,3,2-dioxaborolan-2-yl)-1H-pyrazole), P(=O)([O-])([O-])[O-].[K+].[K+].[K+] (potassium phosphate), N#N (N2). Solvent: CCOCC (ether), O1CCOCC1 (1,4-dioxane). Run at temperature 110 celsius, time 30 minute. Yields the product C(N)(=O)C1=C(C=2N(N=C1)C=C(C2)C=2C=NN(C2)C)N[C@@H]2CN(CC21CCC1)C(=O)OCC1=CC=CC=C1 ((S)-Benzyl 8-(3-carbamoyl-6-(1-methyl-1H-pyrazol-4-yl)pyrrolo[1,2-b]pyridazin-4-ylamino)-6-azaspiro[3.4]octane-6-carboxylate). Yield: 103.3%. RXN SMILES: Br[C:2]1[CH:3]=[C:4]2[C:9]([NH:10][C@H:11]3[C:15]4([CH2:18][CH2:17][CH2:16]4)[CH2:14][N:13]([C:19]([O:21][CH2:22][C:23]4[CH:28]=[CH:27][CH:26]=[CH:25][CH:24]=4)=[O:20])[CH2:12]3)=[C:8]([C:29](=[O:31])[NH2:30])[CH:7]=[N:6][N:5]2[CH:32]=1.[CH3:33][N:34]1[CH:38]=[C:37](B2OC(C)(C)C(C)(C)O2)[CH:36]=[N:35]1.P([O-])([O-])([O-])=O.[K+].[K+].[K+].N#N>O1CCOCC1.CCOCC>[C:29]([C:8]1[CH:7]=[N:6][N:5]2[CH:32]=[C:2]([C:37]3[CH:36]=[N:35][N:34]([CH3:33])[CH:38]=3)[CH:3]=[C:4]2[C:9]=1[NH:10][C@H:11]1[C:15]2([CH2:18][CH2:17][CH2:16]2)[CH2:14][N:13]([C:19]([O:21][CH2:22][C:23]2[CH:28]=[CH:27][CH:26]=[CH:25][CH:24]=2)=[O:20])[CH2:12]1)(=[O:31])[NH2:30] |f:2.3.4.5|. Procedure details: A solution of (S)-benzyl 8-((6-bromo-3-carbamoylpyrrolo[1,2-b]pyridazin-4-yl)amino)-6-azaspiro[3.4]octane-6-carboxylate (120.0 mg, 0.241 mmol) and 1-methyl-4-(4,4,5,5-tetramethyl-1,3,2-dioxaborolan-2-yl)-1H-pyrazole (100 mg, 0.482 mmol) in 1,4-dioxane (3.20 mL) and potassium phosphate (2.0M) (0.361 mL, 0.722 mmol) was degassed for several minutes with N2 gas. 1,1′-Bis(diphenylphosphino)ferrocenepalladium(II) dichloride dichloromethane complex (19.81 mg, 0.024 mmol) was added, degassing was conti... The reactants are FC(C1=CC=C2C(=CNC2=C1)C1CCNCC1)(F)F (6-trifluoromethyl-3-(piperidin-4-yl)-1H-indole), ClCCCOC=1C=2C=CNC2C=CC1 (1-chloro-3-(1H-indole-4-oxy)propane), C([O-])([O-])=O.[K+].[K+] (potassium carbonate). The product is FC(C1=CC=C2C(=CNC2=C1)C1CCN(CC1)CCCOC1=C2C=CNC2=CC=C1)(F)F (3-[4-(6-trifluoromethyl-3-indolyl)piperidin-1-yl]-1-(4-indolyloxy)propane). Reaction SMILES: [F:1][C:2]([F:19])([F:18])[C:3]1[CH:11]=[C:10]2[C:6]([C:7]([CH:12]3[CH2:17][CH2:16][NH:15][CH2:14][CH2:13]3)=[CH:8][NH:9]2)=[CH:5][CH:4]=1.Cl[CH2:21][CH2:22][CH2:23][O:24][C:25]1[C:26]2[CH:27]=[CH:28][NH:29][C:30]=2[CH:31]=[CH:32][CH:33]=1.C(=O)([O-])[O-].[K+].[K+]>>[F:19][C:2]([F:1])([F:18])[C:3]1[CH:11]=[C:10]2[C:6]([C:7]([CH:12]3[CH2:13][CH2:14][N:15]([CH2:21][CH2:22][CH2:23][O:24][C:25]4[CH:33]=[CH:32][CH:31]=[C:30]5[C:26]=4[CH:27]=[CH:28][NH:29]5)[CH2:16][CH2:17]3)=[CH:8][NH:9]2)=[CH:5][CH:4]=1 |f:2.3.4|. Reported procedure: The title compound was prepared in a fashion similar to that described in Example 192 from 6-trifluoromethyl-3-(piperidin-4-yl)-1H-indole (0.60 g, 2.2 mmol), 1-chloro-3-(1H-indole-4-oxy)propane (0.65 g, 2.2 mmol) and potassium carbonate (0.46 g, 3.4 mmol). The product was isolated as a white foam. Yield 165 mg(17%). mp 92°-97° C. FDMS m/e=442 (M+ of free base).